This data is from the Open Reaction Database (ORD), a public repository of structured organic reaction records. The task is: describe an organic reaction: reactants, conditions, products, and yield Starting materials: ClC1=NC=NC2=CC(=C(C=C12)OC)OCCCN1CCCC1 (4-chloro-6-methoxy-7-(3-(pyrrolidin-1-yl)propoxy)quinazoline), OC=1C=CC2=C(NC(CO2)=O)C1 (6-hydroxy-2H-4H-1,4-benzoxazin-3-one). The product is COC=1C=C2C(=NC=NC2=CC1OCCCN1CCCC1)OC=1C=CC2=C(NC(CO2)=O)C1 (6-methoxy-7-(3-(pyrrolidin-1-yl)propoxy)-4-(3-oxo-2H-4H-1,4-benzoxazin-6-yloxy)quinazoline). Yield: 0.1%. RXN SMILES: Cl[C:2]1[C:11]2[C:6](=[CH:7][C:8]([O:14][CH2:15][CH2:16][CH2:17][N:18]3[CH2:22][CH2:21][CH2:20][CH2:19]3)=[C:9]([O:12][CH3:13])[CH:10]=2)[N:5]=[CH:4][N:3]=1.[OH:23][C:24]1[CH:25]=[CH:26][C:27]2[O:32][CH2:31][C:30](=[O:33])[NH:29][C:28]=2[CH:34]=1>>[CH3:13][O:12][C:9]1[CH:10]=[C:11]2[C:6](=[CH:7][C:8]=1[O:14][CH2:15][CH2:16][CH2:17][N:18]1[CH2:22][CH2:21][CH2:20][CH2:19]1)[N:5]=[CH:4][N:3]=[C:2]2[O:23][C:24]1[CH:25]=[CH:26][C:27]2[O:32][CH2:31][C:30](=[O:33])[NH:29][C:28]=2[CH:34]=1. Procedure details: Using a procedure analogous to that described for Example 9, 4-chloro-6-methoxy-7-(3-(pyrrolidin-1-yl)propoxy)quinazoline (0.13 g, 0.4 mol), (prepared as described for the starting material in Example 9), was reacted with 6-hydroxy-2H-4H-1,4-benzoxazin-3-one (83 mg, 0.5 mol), (J. Chem. Soc. C, 1971, 2696), to give 6-methoxy-7-(3-(pyrrolidin-1-yl)propoxy)-4-(3-oxo-2H-4H-1,4-benzoxazin-6-yloxy)quinazoline (170 mg, 94%). Starting materials: CC(=O)Cl, c1ccncc1, Nc1nc(-c2ccco2)c(C(=O)c2ccccn2)s1. The product is CC(=O)Nc1nc(-c2ccco2)c(C(=O)c2ccccn2)s1. As a reaction SMILES: [CH3:20][C:21]([Cl:22])=[O:23].[cH:24]1[cH:25][cH:26][n:27][cH:28][cH:29]1.[n:1]1[c:2]([C:7](=[O:8])[c:9]2[c:10](-[c:15]3[o:16][cH:17][cH:18][cH:19]3)[n:11][c:12]([NH2:14])[s:13]2)[cH:3][cH:4][cH:5][cH:6]1>>[n:1]1[c:2]([C:7](=[O:8])[c:9]2[c:10](-[c:15]3[o:16][cH:17][cH:18][cH:19]3)[n:11][c:12]([NH:14][C:21]([CH3:20])=[O:23])[s:13]2)[cH:3][cH:4][cH:5][cH:6]1. Starting materials: [Al+3], CCOC(=O)C=Cc1ccc(C(C)C)cc1, [H-], [H-], [H-], [H-], [Li+], C1CCOC1, O. The product is CC(C)c1ccc(C=CCO)cc1. Reaction SMILES: [Al+3:18].[CH:1]([CH3:2])([CH3:3])[c:4]1[cH:5][cH:6][c:7]([CH:10]=[CH:11][C:12](=[O:13])[O:14][CH2:15][CH3:16])[cH:8][cH:9]1.[H-:17].[H-:20].[H-:21].[H-:22].[Li+:19].[O:24]1[CH2:25][CH2:26][CH2:27][CH2:28]1.[OH2:23]>>[CH:1]([CH3:2])([CH3:3])[c:4]1[cH:5][cH:6][c:7]([CH:10]=[CH:11][CH2:12][OH:13])[cH:8][cH:9]1.